This data is from the Open Reaction Database (ORD), a public repository of structured organic reaction records. The task is: describe an organic reaction: reactants, conditions, products, and yield Yields the product N#CCNC(=O)C1CC(S(=O)(=O)c2ccccc2Cl)CN1C(=O)c1ccccc1. Starting materials: N#CCNC(=O)C1CC(S(=O)(=O)c2ccccc2Cl)CN1, Cl, O=C(O)c1ccccc1. Reaction SMILES: [C:2](#[N:3])[CH2:4][NH:5][C:6](=[O:7])[CH:8]1[NH:9][CH2:10][CH:11]([S:13](=[O:14])(=[O:15])[c:16]2[c:17]([Cl:22])[cH:18][cH:19][cH:20][cH:21]2)[CH2:12]1.[ClH:1].[OH:23][C:24](=[O:25])[c:26]1[cH:27][cH:28][cH:29][cH:30][cH:31]1>>[C:2](#[N:3])[CH2:4][NH:5][C:6](=[O:7])[CH:8]1[N:9]([C:24](=[O:23])[c:26]2[cH:27][cH:28][cH:29][cH:30][cH:31]2)[CH2:10][CH:11]([S:13](=[O:14])(=[O:15])[c:16]2[c:17]([Cl:22])[cH:18][cH:19][cH:20][cH:21]2)[CH2:12]1. The reactants are C1CCOC1, CS(=O)(=O)c1ccc(B(O)O)cc1, CCOC(C)=O, CC(C)[Si](OC1CCN(N2CCC(Cc3c(Cl)cc(OS(=O)(=O)C(F)(F)F)cc3Cl)C2=O)CC1)(C(C)C)C(C)C, [Na+], [Na+], O=C([O-])[O-], O, c1ccc(P(c2ccccc2)(c2ccccc2)[Pd](P(c2ccccc2)(c2ccccc2)c2ccccc2)(P(c2ccccc2)(c2ccccc2)c2ccccc2)P(c2ccccc2)(c2ccccc2)c2ccccc2)cc1. Yields the product CC(C)[Si](OC1CCN(N2CCC(Cc3c(Cl)cc(-c4ccc(S(C)(=O)=O)cc4)cc3Cl)C2=O)CC1)(C(C)C)C(C)C. As a reaction SMILES: [CH2:60]1[O:61][CH2:62][CH2:63][CH2:64]1.[CH3:41][S:42](=[O:43])(=[O:44])[c:45]1[cH:46][cH:47][c:48]([B:51]([OH:52])[OH:53])[cH:49][cH:50]1.[CH3:66][CH2:67][O:68][C:69](=[O:70])[CH3:71].[Cl:1][c:2]1[cH:3][c:4]([O:33][S:34]([C:35]([F:36])([F:37])[F:38])(=[O:39])=[O:40])[cH:5][c:6]([Cl:32])[c:7]1[CH2:8][CH:9]1[C:10](=[O:31])[N:11]([N:14]2[CH2:15][CH2:16][CH:17]([O:20][Si:21]([CH:22]([CH3:23])[CH3:24])([CH:25]([CH3:26])[CH3:27])[CH:28]([CH3:29])[CH3:30])[CH2:18][CH2:19]2)[CH2:12][CH2:13]1.[Na+:54].[Na+:55].[O-:56][C:57](=[O:58])[O-:59].[OH2:65].[cH:72]1[cH:73][cH:74][c:75]([P:76]([Pd:77]([P:78]([c:79]2[cH:80][cH:81][cH:82][cH:83][cH:84]2)([c:85]2[cH:86][cH:87][cH:88][cH:89][cH:90]2)[c:91]2[cH:92][cH:93][cH:94][cH:95][cH:96]2)([P:97]([c:98]2[cH:99][cH:100][cH:101][cH:102][cH:103]2)([c:104]2[cH:105][cH:106][cH:107][cH:108][cH:109]2)[c:110]2[cH:111][cH:112][cH:113][cH:114][cH:115]2)[P:116]([c:117]2[cH:118][cH:119][cH:120][cH:121][cH:122]2)([c:123]2[cH:124][cH:125][cH:126][cH:127][cH:128]2)[c:129]2[cH:130][cH:131][cH:132][cH:133][cH:134]2)([c:135]2[cH:136][cH:137][cH:138][cH:139][cH:140]2)[c:141]2[cH:142][cH:143][cH:144][cH:145][cH:146]2)[cH:147][cH:148]1>>[Cl:1][c:2]1[cH:3][c:4](-[c:48]2[cH:47][cH:46][c:45]([S:42]([CH3:41])(=[O:43])=[O:44])[cH:50][cH:49]2)[cH:5][c:6]([Cl:32])[c:7]1[CH2:8][CH:9]1[C:10](=[O:31])[N:11]([N:14]2[CH2:15][CH2:16][CH:17]([O:20][Si:21]([CH:22]([CH3:23])[CH3:24])([CH:25]([CH3:26])[CH3:27])[CH:28]([CH3:29])[CH3:30])[CH2:18][CH2:19]2)[CH2:12][CH2:13]1. Starting materials: ClCCl, CO, [H][H], CNC(=O)C(=O)C(C)(C)C. Yields the product CNC(=O)C(O)C(C)(C)C. Reaction SMILES: [CH2:15]([Cl:16])[Cl:17].[CH3:11][OH:12].[H:13][H:14].[O:1]=[C:2]([C:3](=[O:4])[NH:5][CH3:6])[C:7]([CH3:8])([CH3:9])[CH3:10]>>[OH:1][CH:2]([C:3](=[O:4])[NH:5][CH3:6])[C:7]([CH3:8])([CH3:9])[CH3:10].